Dataset: the Open Reaction Database (ORD), a public repository of structured organic reaction records. Task: describe an organic reaction: reactants, conditions, products, and yield Reactants: N#CC1(C(=O)O)CC1, CCNC(=O)Nc1ccc(-c2nc3c(c(N4CCOCC4)n2)CCNC3)cc1. Yields the product CCNC(=O)Nc1ccc(-c2nc3c(c(N4CCOCC4)n2)CCN(C(=O)C2(C#N)CC2)C3)cc1. Reaction SMILES: [C:29](#[N:30])[C:31]1([C:34](=[O:35])[OH:36])[CH2:32][CH2:33]1.[CH2:1]([CH3:2])[NH:3][C:4](=[O:5])[NH:6][c:7]1[cH:8][cH:9][c:10](-[c:13]2[n:14][c:15]([N:23]3[CH2:24][CH2:25][O:26][CH2:27][CH2:28]3)[c:16]3[c:17]([n:18]2)[CH2:19][NH:20][CH2:21][CH2:22]3)[cH:11][cH:12]1>>[CH2:1]([CH3:2])[NH:3][C:4](=[O:5])[NH:6][c:7]1[cH:8][cH:9][c:10](-[c:13]2[n:14][c:15]([N:23]3[CH2:24][CH2:25][O:26][CH2:27][CH2:28]3)[c:16]3[c:17]([n:18]2)[CH2:19][N:20]([C:34]([C:31]2([C:29]#[N:30])[CH2:32][CH2:33]2)=[O:35])[CH2:21][CH2:22]3)[cH:11][cH:12]1. Starting materials: CC(C)(C)OC(=O)N1CCCC(=O)C1c1ccccc1, ClCCl, O=C(O)C(F)(F)F. Yields the product O=C1CCCNC1c1ccccc1. RXN SMILES: [C:8]([O:9][C:10](=[O:11])[N:15]1[CH:16]([c:22]2[cH:23][cH:24][cH:25][cH:26][cH:27]2)[C:17](=[O:21])[CH2:18][CH2:19][CH2:20]1)([CH3:12])([CH3:13])[CH3:14].[CH2:28]([Cl:29])[Cl:30].[OH:1][C:2]([C:3]([F:4])([F:5])[F:6])=[O:7]>>[NH:15]1[CH:16]([c:22]2[cH:23][cH:24][cH:25][cH:26][cH:27]2)[C:17](=[O:21])[CH2:18][CH2:19][CH2:20]1. Yield: 56.7%. Procedure details: 1-Cyclopentyl-3-(3-fluoro-phenyl)-7-methoxy-1H-pyrimido[5,4-c]quinoline-2,4-dione (23 mg) was prepared from 4-cyclopentylamino-8-methoxy-quinoline-3-carboxylic acid ethyl ester (0.1 mmol) and 1-fluoro-3-isocyanato-benzene (0.5 mmol) following general procedure C. LCMS: m/z 406 [M+1]+. 1H NMR (400 MHz, CDCl3): δ 9.45 (s, 1H), 7.84 (d, 1H), 7.62 (d, 1H), 7.51 (t, 1H), 7.20 (m, 1H), 7.18 (m, 1H), 7.12 (m, 1H), 7.09 (s, 1H), 5.06 (p, 1H), 4.15 (s, 3H), 2.42 (m, 2H), 2.06-2.18 (m, 4H), 1.26 (m, 2H) p... Reaction SMILES: C(O[C:4]([C:6]1[CH:7]=[N:8][C:9]2[C:14]([C:15]=1[NH:16][CH:17]1[CH2:21][CH2:20][CH2:19][CH2:18]1)=[CH:13][CH:12]=[CH:11][C:10]=2[O:22][CH3:23])=[O:5])C.[F:24][C:25]1[CH:30]=[CH:29][CH:28]=[C:27]([N:31]=[C:32]=[O:33])[CH:26]=1>>[CH:17]1([N:16]2[C:15]3[C:14]4[CH:13]=[CH:12][CH:11]=[C:10]([O:22][CH3:23])[C:9]=4[N:8]=[CH:7][C:6]=3[C:4](=[O:5])[N:31]([C:27]3[CH:28]=[CH:29][CH:30]=[C:25]([F:24])[CH:26]=3)[C:32]2=[O:33])[CH2:18][CH2:19][CH2:20][CH2:21]1. The reactants are C(C)OC(=O)C=1C=NC2=C(C=CC=C2C1NC1CCCC1)OC (4-cyclopentylamino-8-methoxy-quinoline-3-carboxylic acid ethyl ester), FC1=CC(=CC=C1)N=C=O (1-fluoro-3-isocyanato-benzene). Product: C1(CCCC1)N1C(N(C(C=2C=NC=3C(=CC=CC3C21)OC)=O)C2=CC(=CC=C2)F)=O (1-Cyclopentyl-3-(3-fluoro-phenyl)-7-methoxy-1H-pyrimido[5,4-c]quinoline-2,4-dione). The reactants are CCOC(C)=O, COC=O, COC(=O)Cc1ccccc1Oc1ccc(Cl)cc1, Cl, [H-], [Na+], C1CCOC1. Yields the product COC(=O)C(=CO)c1ccccc1Oc1ccc(Cl)cc1. RXN SMILES: [CH3:32][CH2:33][O:34][C:35](=[O:36])[CH3:37].[CH:22](=[O:23])[O:24][CH3:25].[Cl:3][c:4]1[cH:5][cH:6][c:7]([O:8][c:9]2[c:10]([CH2:15][C:16](=[O:17])[O:18][CH3:19])[cH:11][cH:12][cH:13][cH:14]2)[cH:20][cH:21]1.[ClH:26].[H-:1].[Na+:2].[O:27]1[CH2:28][CH2:29][CH2:30][CH2:31]1>>[Cl:3][c:4]1[cH:5][cH:6][c:7]([O:8][c:9]2[c:10]([C:15]([C:16](=[O:17])[O:18][CH3:19])=[CH:22][OH:23])[cH:11][cH:12][cH:13][cH:14]2)[cH:20][cH:21]1. The product is CC(OC(=O)Nc1ccc(-c2c(C#N)c3ccc(-c4ccccn4)cc3n2C2CCC2)cc1)C1CC1. Reaction SMILES: [C:1](#[N:2])[c:3]1[c:4](-[c:24]2[cH:25][cH:26][c:27]([NH:30][C:31](=[O:32])[O:33][CH:34]([CH3:35])[CH:36]3[CH2:37][CH2:38]3)[cH:28][cH:29]2)[n:5]([CH:20]2[CH2:21][CH2:22][CH2:23]2)[c:6]2[cH:7][c:8]([O:12][S:13]([C:14]([F:15])([F:16])[F:17])(=[O:18])=[O:19])[cH:9][cH:10][c:11]12.[CH2:39]([Sn:40]([CH2:41][CH2:42][CH2:43][CH3:50])([c:44]1[n:45][cH:46][cH:47][cH:48][cH:49]1)[CH2:51][CH2:52][CH2:53][CH3:54])[CH2:55][CH2:56][CH3:57].[Cu:142][I:143].[F-:58].[K+:59].[O:60]=[CH:61][N:62]([CH3:63])[CH3:64].[cH:65]1[cH:66][cH:67][c:68]([P:69]([Pd:70]([P:71]([c:72]2[cH:73][cH:74][cH:75][cH:76][cH:77]2)([c:78]2[cH:79][cH:80][cH:81][cH:82][cH:83]2)[c:84]2[cH:85][cH:86][cH:87][cH:88][cH:89]2)([P:90]([c:91]2[cH:92][cH:93][cH:94][cH:95][cH:96]2)([c:97]2[cH:98][cH:99][cH:100][cH:101][cH:102]2)[c:103]2[cH:104][cH:105][cH:106][cH:107][cH:108]2)[P:109]([c:110]2[cH:111][cH:112][cH:113][cH:114][cH:115]2)([c:116]2[cH:117][cH:118][cH:119][cH:120][cH:121]2)[c:122]2[cH:123][cH:124][cH:125][cH:126][cH:127]2)([c:128]2[cH:129][cH:130][cH:131][cH:132][cH:133]2)[c:134]2[cH:135][cH:136][cH:137][cH:138][cH:139]2)[cH:140][cH:141]1>>[C:1](#[N:2])[c:3]1[c:4](-[c:24]2[cH:25][cH:26][c:27]([NH:30][C:31](=[O:32])[O:33][CH:34]([CH3:35])[CH:36]3[CH2:37][CH2:38]3)[cH:28][cH:29]2)[n:5]([CH:20]2[CH2:21][CH2:22][CH2:23]2)[c:6]2[cH:7][c:8](-[c:44]3[n:45][cH:46][cH:47][cH:48][cH:49]3)[cH:9][cH:10][c:11]12. Starting materials: CC(OC(=O)Nc1ccc(-c2c(C#N)c3ccc(OS(=O)(=O)C(F)(F)F)cc3n2C2CCC2)cc1)C1CC1, CCCC[Sn](CCCC)(CCCC)c1ccccn1, [Cu]I, [F-], [K+], CN(C)C=O, c1ccc(P(c2ccccc2)(c2ccccc2)[Pd](P(c2ccccc2)(c2ccccc2)c2ccccc2)(P(c2ccccc2)(c2ccccc2)c2ccccc2)P(c2ccccc2)(c2ccccc2)c2ccccc2)cc1. The reactants are ice methanol, ClC1=C2CCC(C2=CC(=C1)F)(O)CC(=O)O (2-(4-chloro-6-fluoro-1-hydroxy-1-indanyl)acetic acid), FC(C(=O)O)(F)F (Trifluoroacetic acid). Run in ClCCl (dichloromethane). Conditions: time 1.5 hour. Yields the product ClC1=C2CC/C(/C2=CC(=C1)F)=C\C(=O)O ((E)-2-(4-chloro-6-fluoro-1-indanylidene)acetic acid). Isolated yield 93.5%. As a reaction SMILES: FC(F)(F)C(O)=O.[Cl:8][C:9]1[CH:17]=[C:16]([F:18])[CH:15]=[C:14]2[C:10]=1[CH2:11][CH2:12][C:13]2([CH2:20][C:21]([OH:23])=[O:22])O>ClCCl>[Cl:8][C:9]1[CH:17]=[C:16]([F:18])[CH:15]=[C:14]2[C:10]=1[CH2:11][CH2:12]/[C:13]/2=[CH:20]\[C:21]([OH:23])=[O:22]. Procedure: Trifluoroacetic acid (27.4 ml) was added to a stirred, chilled (ice-methanol bath) solution of 2-(4-chloro-6-fluoro-1-hydroxy-1-indanyl)acetic acid (12.5 g, 0.05 mol) in dichloromethane (200 ml). After 1.5 h, the mixture was concentrated in vacuo. Dichloromethane was added to the residue and the mixture was concentrated in vacuo to give 10.6 g of crude (E)-2-(4-chloro-6-fluoro-1-indanylidene)acetic acid. Chromatography of a 1.0 g sample on silica gel with ethyl acetate:hexanes (1:1) as eluent ga... Yield: 22.0%. Run in CC(CC(C)=O)C (4-methyl-2-pentanone), O (water). The product is O=C1NC2=C(N1CCCN1CCC3(C(NCN3C3=CC=CC=C3)=O)CC1)C=CC=C2 (8-[3-(1,3-dihydro-2-oxo-2H-benzimidazol-1-yl)propyl]-1-phenyl-1,3,8-triazaspiro[4,5]decan-4-one). Reported procedure: A mixture of 2.3 parts of 1-(3-chloropropyl)-1,3-dihydro-2H-benzimidazol-2-one, 2.31 parts of 1-phenyl-1,3,8-triazaspiro-[4,5]decan-4-one, 3.2 parts of sodium carbonate, 0.1 parts of potassium iodide and 80 parts of 4-methyl-2-pentanone is stirred and refluxed overnight. After cooling to room temperature, water is added. The undissolved product is filtered off and purified by column-chromatography over silica gel using a mixture of trichloromethane and 10% of methanol as eluent. The pure fractio... Reactants: ClCCCN1C(NC2=C1C=CC=C2)=O (1-(3-chloropropyl)-1,3-dihydro-2H-benzimidazol-2-one), C1(=CC=CC=C1)N1CNC(C12CCNCC2)=O (1-phenyl-1,3,8-triazaspiro-[4,5]decan-4-one), C([O-])([O-])=O.[Na+].[Na+] (sodium carbonate), [I-].[K+] (potassium iodide). Reaction SMILES: Cl[CH2:2][CH2:3][CH2:4][N:5]1[C:9]2[CH:10]=[CH:11][CH:12]=[CH:13][C:8]=2[NH:7][C:6]1=[O:14].[C:15]1([N:21]2[C:25]3([CH2:30][CH2:29][NH:28][CH2:27][CH2:26]3)[C:24](=[O:31])[NH:23][CH2:22]2)[CH:20]=[CH:19][CH:18]=[CH:17][CH:16]=1.C(=O)([O-])[O-].[Na+].[Na+].[I-].[K+]>O.CC(C)CC(=O)C>[O:14]=[C:6]1[N:5]([CH2:4][CH2:3][CH2:2][N:28]2[CH2:27][CH2:26][C:25]3([N:21]([C:15]4[CH:20]=[CH:19][CH:18]=[CH:17][CH:16]=4)[CH2:22][NH:23][C:24]3=[O:31])[CH2:30][CH2:29]2)[C:9]2[CH:10]=[CH:11][CH:12]=[CH:13][C:8]=2[NH:7]1 |f:2.3.4,5.6|. The reactants are CCCC[Sn](CCCC)(CCCC)C(=CC(C)C)C(=O)NCCc1ccc(OC)c(OC)c1, CN(C)C=O, Clc1ccc(I)cc1, [Cu]I, O, c1ccc(P(c2ccccc2)(c2ccccc2)[Pd](P(c2ccccc2)(c2ccccc2)c2ccccc2)(P(c2ccccc2)(c2ccccc2)c2ccccc2)P(c2ccccc2)(c2ccccc2)c2ccccc2)cc1. The product is COc1ccc(CCNC(=O)C(=CC(C)C)c2ccc(Cl)cc2)cc1OC. As a reaction SMILES: [CH3:1][O:2][c:3]1[cH:4][c:5]([CH2:11][CH2:12][NH:13][C:14]([C:15](=[CH:16][CH:17]([CH3:18])[CH3:19])[Sn:20]([CH2:21][CH2:22][CH2:23][CH3:24])([CH2:25][CH2:26][CH2:27][CH3:28])[CH2:29][CH2:30][CH2:31][CH3:32])=[O:33])[cH:6][cH:7][c:8]1[O:9][CH3:10].[CH3:43][N:44]([CH3:45])[CH:46]=[O:47].[Cl:34][c:35]1[cH:36][cH:37][c:38]([I:41])[cH:39][cH:40]1.[Cu:125][I:126].[OH2:42].[cH:48]1[cH:49][cH:50][c:51]([P:52]([Pd:53]([P:54]([c:55]2[cH:56][cH:57][cH:58][cH:59][cH:60]2)([c:61]2[cH:62][cH:63][cH:64][cH:65][cH:66]2)[c:67]2[cH:68][cH:69][cH:70][cH:71][cH:72]2)([P:73]([c:74]2[cH:75][cH:76][cH:77][cH:78][cH:79]2)([c:80]2[cH:81][cH:82][cH:83][cH:84][cH:85]2)[c:86]2[cH:87][cH:88][cH:89][cH:90][cH:91]2)[P:92]([c:93]2[cH:94][cH:95][cH:96][cH:97][cH:98]2)([c:99]2[cH:100][cH:101][cH:102][cH:103][cH:104]2)[c:105]2[cH:106][cH:107][cH:108][cH:109][cH:110]2)([c:111]2[cH:112][cH:113][cH:114][cH:115][cH:116]2)[c:117]2[cH:118][cH:119][cH:120][cH:121][cH:122]2)[cH:123][cH:124]1>>[CH3:1][O:2][c:3]1[cH:4][c:5]([CH2:11][CH2:12][NH:13][C:14]([C:15](=[CH:16][CH:17]([CH3:18])[CH3:19])[c:38]2[cH:37][cH:36][c:35]([Cl:34])[cH:40][cH:39]2)=[O:33])[cH:6][cH:7][c:8]1[O:9][CH3:10]. Reactants: CC(=O)O[BH-](OC(C)=O)OC(C)=O, C1CCNC1, COc1cc(C(F)(F)F)cc(SC)c1C(=O)NC1COCCC1=O, CC(=O)O, [Na+], C1CCOC1. The product is COc1cc(C(F)(F)F)cc(SC)c1C(=O)NC1COCCC1N1CCCC1. Reaction SMILES: [C:34]([O:35][BH-:36]([O:37][C:38](=[O:39])[CH3:40])[O:41][C:42](=[O:43])[CH3:44])(=[O:45])[CH3:46].[CH2:29]1[CH2:30][CH2:31][NH:32][CH2:33]1.[CH3:1][O:2][c:3]1[c:4]([C:5](=[O:6])[NH:7][CH:8]2[CH2:9][O:10][CH2:11][CH2:12][C:13]2=[O:14])[c:15]([S:23][CH3:24])[cH:16][c:17]([C:19]([F:20])([F:21])[F:22])[cH:18]1.[CH3:25][C:26](=[O:27])[OH:28].[Na+:47].[O:48]1[CH2:49][CH2:50][CH2:51][CH2:52]1>>[CH3:1][O:2][c:3]1[c:4]([C:5](=[O:6])[NH:7][CH:8]2[CH2:9][O:10][CH2:11][CH2:12][CH:13]2[N:32]2[CH2:31][CH2:30][CH2:29][CH2:33]2)[c:15]([S:23][CH3:24])[cH:16][c:17]([C:19]([F:20])([F:21])[F:22])[cH:18]1.